Dataset: the Open Reaction Database (ORD), a public repository of structured organic reaction records. Task: describe an organic reaction: reactants, conditions, products, and yield The reactants are O=S(Cl)Cl (SOCl2), CO (MeOH), Br.NC(C(=O)O)CCBr (2-Amino-4-bromo-butyric acid hydrobromide). Run at time 30 minute. Yields the product Br.COC([C@H](CCBr)N)=O ((2S)-2-Amino-4-bromo-butyric acid methyl ester hydrobromide). RXN SMILES: O=S(Cl)Cl.Br.[NH2:6][CH:7]([CH2:11][CH2:12][Br:13])[C:8]([OH:10])=[O:9].[CH3:14]O>>[BrH:13].[CH3:14][O:9][C:8](=[O:10])[C@@H:7]([NH2:6])[CH2:11][CH2:12][Br:13] |f:1.2,4.5|. Reported procedure: SOCl2 (7.0 mL) was added slowly to MeOH (100 mL) at −20° C. (bath temp), and stirred for 30 min. 2-Amino-4-bromo-butyric acid hydrobromide (5.0 g, 19 mmol) was then added and the reaction mixture was stirred O/N at rt. Concentration in vacuo gave the title compound as a viscous liquid which become solid on standing: yield 5.2 g (99%).